From a dataset of the Open Reaction Database (ORD), a public repository of structured organic reaction records. describe an organic reaction: reactants, conditions, products, and yield The reactants are COc1ccc([N+](=O)[O-])c(NC(=O)OC(C)(C)C)c1, CI, CN(C)C=O, [H-], [Na+]. The product is COc1ccc([N+](=O)[O-])c(N(C)C(=O)OC(C)(C)C)c1. Reaction SMILES: [C:1]([CH3:2])([CH3:3])([CH3:4])[O:5][C:6](=[O:7])[NH:8][c:9]1[c:10]([N+:17](=[O:18])[O-:19])[cH:11][cH:12][c:13]([O:15][CH3:16])[cH:14]1.[CH3:22][I:23].[CH3:24][N:25]([CH3:26])[CH:27]=[O:28].[H-:20].[Na+:21]>>[C:1]([CH3:2])([CH3:3])([CH3:4])[O:5][C:6](=[O:7])[N:8]([c:9]1[c:10]([N+:17](=[O:18])[O-:19])[cH:11][cH:12][c:13]([O:15][CH3:16])[cH:14]1)[CH3:22].